From a dataset of the Open Reaction Database (ORD), a public repository of structured organic reaction records. describe an organic reaction: reactants, conditions, products, and yield Starting materials: [N+](=O)([O-])C1=CC=C(C=C1)NN1C=NN=C1 (4-[(4-nitrophenyl)amino]-4H-1,2,4-triazole), ClCC=1C=CC2=C(N(N=N2)C)C1 (6-chloromethyl-1-methyl-1H-benzotriazole). Product: CN1N=NC2=C1C=C(C=C2)CN(N2C=NN=C2)C2=CC=C(C=C2)[N+](=O)[O-] (1-Methyl-6-[[N-(4-nitrophenyl)-N-(4H-1,2,4-triazol-4-yl)amino]methyl]-1H-benzotriazole). As a reaction SMILES: [N+:1]([C:4]1[CH:9]=[CH:8][C:7]([NH:10][N:11]2[CH:15]=[N:14][N:13]=[CH:12]2)=[CH:6][CH:5]=1)([O-:3])=[O:2].Cl[CH2:17][C:18]1[CH:19]=[CH:20][C:21]2[N:25]=[N:24][N:23]([CH3:26])[C:22]=2[CH:27]=1>>[CH3:26][N:23]1[C:22]2[CH:27]=[C:18]([CH2:17][N:10]([C:7]3[CH:6]=[CH:5][C:4]([N+:1]([O-:3])=[O:2])=[CH:9][CH:8]=3)[N:11]3[CH:15]=[N:14][N:13]=[CH:12]3)[CH:19]=[CH:20][C:21]=2[N:25]=[N:24]1. Reported procedure: Starting Compounds: 4-[(4-nitrophenyl)amino]-4H-1,2,4-triazole and 6-chloromethyl-1-methyl-1H-benzotriazole The reactants are CI, CCOC(C)=O, [H-], [Na+], CN(C)C=O, O, CS(=O)(=O)Nc1cccc(C=C2c3ccccc3CCc3ccccc32)c1. Product: CN(c1cccc(C=C2c3ccccc3CCc3ccccc32)c1)S(C)(=O)=O. Reaction SMILES: [CH3:30][I:31].[CH3:38][CH2:39][O:40][C:41](=[O:42])[CH3:43].[H-:29].[Na+:28].[O:33]=[CH:34][N:35]([CH3:36])[CH3:37].[OH2:32].[cH:1]1[cH:2][cH:3][cH:4][c:5]2[c:11]1[CH2:10][CH2:9][c:8]1[c:7]([cH:15][cH:14][cH:13][cH:12]1)[C:6]2=[CH:16][c:17]1[cH:18][c:19]([NH:23][S:24](=[O:25])(=[O:26])[CH3:27])[cH:20][cH:21][cH:22]1>>[cH:1]1[cH:2][cH:3][cH:4][c:5]2[c:11]1[CH2:10][CH2:9][c:8]1[c:7]([cH:15][cH:14][cH:13][cH:12]1)[C:6]2=[CH:16][c:17]1[cH:18][c:19]([N:23]([S:24](=[O:25])(=[O:26])[CH3:27])[CH3:30])[cH:20][cH:21][cH:22]1. Starting materials: ClC=1C=C(C=CC1Cl)C1(CCN(CC1)C(=O)OC(C)(C)C)C(C1=NC=CC=C1)O (tert-butyl 4-(3,4-dichlorophenyl)-4-(hydroxy(pyridin-2-yl)methyl)piperidine-1-carboxylate), Cl.CO (HCl MeOH). Run in CO (MeOH). Reaction conditions: time 8 hour. Yields the product ClC=1C=C(C=CC1Cl)C1(CCNCC1)C(O)C1=NC=CC=C1 ([4-(3,4-dichlorophenyl)piperidin-4-yl](pyridin-2-yl)methanol). RXN SMILES: [Cl:1][C:2]1[CH:3]=[C:4]([C:9]2([CH:22]([OH:29])[C:23]3[CH:28]=[CH:27][CH:26]=[CH:25][N:24]=3)[CH2:14][CH2:13][N:12](C(OC(C)(C)C)=O)[CH2:11][CH2:10]2)[CH:5]=[CH:6][C:7]=1[Cl:8].Cl.CO>CO>[Cl:1][C:2]1[CH:3]=[C:4]([C:9]2([CH:22]([C:23]3[CH:28]=[CH:27][CH:26]=[CH:25][N:24]=3)[OH:29])[CH2:14][CH2:13][NH:12][CH2:11][CH2:10]2)[CH:5]=[CH:6][C:7]=1[Cl:8] |f:1.2|. Procedure: To a solution of Example 140C (390 mg, 0.866 mmol) in MeOH (2 mL) was added HCl/MeOH (2 M, 2 mL, 4 mmol) at room temperature. The reaction mixture was stirred at ambient temperature overnight. The solvent was removed in vacuo. The resulting residue was partitioned between EtOAc (20 mL) and saturated NaHCO3 (20 mL). The organic layer was separated, dried over Na2SO4, filtered, and concentrated. Crude product was purified by Prep-HPLC (Column: Waters X-bridge ODS C18 21.2×250 mm, water (0.05% TFA)... Starting materials: C1(C=2C(C(N1)=O)=CC=CC2)=O.[K] (potassium phthalimide), ClCC=1N=C(OC1C1=CC=CC=C1)C1=CC=CC=C1 (4-chloromethyl-2,5-diphenyloxazole), O (water). Reported procedure: A solution of potassium phthalimide (10 g, 54 mmoles) and 4-chloromethyl-2,5-diphenyloxazole (10.4 g, 40 mmoles) in 80 cc of dimethylformamide was heated at 100° C. for 2 hours. When the solution was cooled to room temperature 300 cc of water was added. The solution was extracted with chloroform several times. The combined chloroform solution was washed with 20-30 ml of 0.2N sodium hydroxide and finally with water. After drying over sodium sulfate the chloroform was concentrated. The product pre... Product: C1(C=2C(C(N1CC=1N=C(OC1C1=CC=CC=C1)C1=CC=CC=C1)=O)=CC=CC2)=O (4-Phthalimido methyl-2,5-diphenyloxazole). The solvent is CN(C=O)C (dimethylformamide). RXN SMILES: [C:1]1(=[O:11])[NH:5][C:4](=[O:6])[C:3]2=[CH:7][CH:8]=[CH:9][CH:10]=[C:2]12.[K].Cl[CH2:14][C:15]1[N:16]=[C:17]([C:26]2[CH:31]=[CH:30][CH:29]=[CH:28][CH:27]=2)[O:18][C:19]=1[C:20]1[CH:25]=[CH:24][CH:23]=[CH:22][CH:21]=1.O>CN(C)C=O>[C:1]1(=[O:11])[N:5]([CH2:14][C:15]2[N:16]=[C:17]([C:26]3[CH:31]=[CH:30][CH:29]=[CH:28][CH:27]=3)[O:18][C:19]=2[C:20]2[CH:25]=[CH:24][CH:23]=[CH:22][CH:21]=2)[C:4](=[O:6])[C:3]2=[CH:7][CH:8]=[CH:9][CH:10]=[C:2]12 |f:0.1,^1:11|. The reactants are FC1=CC=C(C=C1)C(N1CCNCC1)C1=CC=C(C=C1)F (1-[Bis(4-fluorophenyl)methyl]piperazine), OCCCCNS(=O)(=O)CCCCCCCl (N-(4-hydroxybutyl)-6-chlorohexanesulfonamide). Run in C(C)N(C(C)C)C(C)C (N-ethyldiisopropylamine). Yields the product OCCCCNS(=O)(=O)CCCCCCN1CCN(CC1)C(C1=CC=C(C=C1)F)C1=CC=C(C=C1)F (N-(4-hydroxybutyl)-6-[4-[bis(4-fluorophenyl)methyl]-1-piperazinyl]hexanesulfonamide). Isolated yield 95.6%. As a reaction SMILES: [F:1][C:2]1[CH:7]=[CH:6][C:5]([CH:8]([C:15]2[CH:20]=[CH:19][C:18]([F:21])=[CH:17][CH:16]=2)[N:9]2[CH2:14][CH2:13][NH:12][CH2:11][CH2:10]2)=[CH:4][CH:3]=1.[OH:22][CH2:23][CH2:24][CH2:25][CH2:26][NH:27][S:28]([CH2:31][CH2:32][CH2:33][CH2:34][CH2:35][CH2:36]Cl)(=[O:30])=[O:29]>C(N(C(C)C)C(C)C)C>[OH:22][CH2:23][CH2:24][CH2:25][CH2:26][NH:27][S:28]([CH2:31][CH2:32][CH2:33][CH2:34][CH2:35][CH2:36][N:12]1[CH2:11][CH2:10][N:9]([CH:8]([C:5]2[CH:4]=[CH:3][C:2]([F:1])=[CH:7][CH:6]=2)[C:15]2[CH:20]=[CH:19][C:18]([F:21])=[CH:17][CH:16]=2)[CH2:14][CH2:13]1)(=[O:30])=[O:29]. Procedure details: 1-[Bis(4-fluorophenyl)methyl]piperazine (576.7 mg, 2.00 mmol) and N-(4-hydroxybutyl)-6-chlorohexanesulfonamide (543.6 mg, 2.00 mmol) were refluxed in N-ethyldiisopropylamine (2 ml) for 6 hours. The reaction mixture was concentrated in vacuo, and water was added thereto. The mixture was extracted with chloroform. The chloroform layer was washed with water, and dried over anhydrous magnesium sulfate. Subsequently, the solvent was removed by evaporation in vacuo. The resulting crude product was pur...